From a dataset of the Open Reaction Database (ORD), a public repository of structured organic reaction records. describe an organic reaction: reactants, conditions, products, and yield Reactants: CC1=C(C=CC=C1)P(C2=C(C=CC=C2)C)C3=C(C=CC=C3)C (P(o-tolyl)3), C(C1=CC=CC=C1)OC1=C(C=CC(=C1)I)N1CC(N(S1(=O)=O)CC[Si](C)(C)C)=O (5-(2-benzyloxy-4-iodophenyl)-1,1-dioxo-2-(2-trimethylsilanylethyl)-1,2,5-thiadiazolidin-3-one), FC(CCI)(F)F (1,1,1-trifluoro-3-iodopropane). Reagents/catalysts: C=1C=CC(=CC1)/C=C/C(=O)/C=C/C2=CC=CC=C2.C=1C=CC(=CC1)/C=C/C(=O)/C=C/C2=CC=CC=C2.C=1C=CC(=CC1)/C=C/C(=O)/C=C/C2=CC=CC=C2.[Pd].[Pd] (Pd2(dba)3), [Zn] (zinc). Solvent: CN(C)C=O (DMF). Run at time 5 hour. Yields the product C(C1=CC=CC=C1)OC1=C(C=CC(=C1)CCC(F)(F)F)N1CC(N(S1(=O)=O)CC[Si](C)(C)C)=O (5-[2-Benzyloxy-4-(3,3,3-trifluoropropyl)-phenyl]-1,1-dioxo-2-(2-trimethylsilanylethyl)-1,2,5-thiadiazolidin-3-one). RXN SMILES: [F:1][C:2]([F:7])([F:6])[CH2:3][CH2:4]I.CC1C=CC=CC=1P(C1C=CC=CC=1C)C1C=CC=CC=1C.[CH2:30]([O:37][C:38]1[CH:43]=[C:42](I)[CH:41]=[CH:40][C:39]=1[N:45]1[S:49](=[O:51])(=[O:50])[N:48]([CH2:52][CH2:53][Si:54]([CH3:57])([CH3:56])[CH3:55])[C:47](=[O:58])[CH2:46]1)[C:31]1[CH:36]=[CH:35][CH:34]=[CH:33][CH:32]=1>CN(C=O)C.[Zn].C1C=CC(/C=C/C(/C=C/C2C=CC=CC=2)=O)=CC=1.C1C=CC(/C=C/C(/C=C/C2C=CC=CC=2)=O)=CC=1.C1C=CC(/C=C/C(/C=C/C2C=CC=CC=2)=O)=CC=1.[Pd].[Pd]>[CH2:30]([O:37][C:38]1[CH:43]=[C:42]([CH2:4][CH2:3][C:2]([F:7])([F:6])[F:1])[CH:41]=[CH:40][C:39]=1[N:45]1[S:49](=[O:50])(=[O:51])[N:48]([CH2:52][CH2:53][Si:54]([CH3:56])([CH3:55])[CH3:57])[C:47](=[O:58])[CH2:46]1)[C:31]1[CH:32]=[CH:33][CH:34]=[CH:35][CH:36]=1 |f:5.6.7.8.9|. Reported procedure: To a solution of 1,1,1-trifluoro-3-iodopropane (0.088 mL, 0.75 mmol) in DMF (2 mL) is added Rieke zinc (0.9 mmol) and the mixture is stirred at RT for 5 h then P(o-tolyl)3 (22.8 mg, 15 mol %), Pd2(dba)3 (13.7 mg, 3 mol %) and 5-(2-benzyloxy-4-iodophenyl)-1,1-dioxo-2-(2-trimethylsilanylethyl)-1,2,5-thiadiazolidin-3-one (272 mg, 0.5 mmol) is added and the mixture is stirred at RT for 18 h. The mixture is partitioned between EtOAc and 1N HCl and the organic phase is washed with brine and dried over...